Dataset: the Open Reaction Database (ORD), a public repository of structured organic reaction records. Task: describe an organic reaction: reactants, conditions, products, and yield Reactants: COC(=O)C(CNC(=O)c1cccs1)NC(=O)c1ccc(C(=O)NCc2cccc(O)c2)cc1Br, CO, [Na+], [OH-]. Product: O=C(NCc1cccc(O)c1)c1ccc(C(=O)NC(CNC(=O)c2cccs2)C(=O)O)c(Br)c1. Reaction SMILES: [CH3:1][O:2][C:3]([CH:4]([NH:5][C:6]([c:7]1[c:8]([Br:24])[cH:9][c:10]([C:13](=[O:14])[NH:15][CH2:16][c:17]2[cH:18][c:19]([OH:23])[cH:20][cH:21][cH:22]2)[cH:11][cH:12]1)=[O:25])[CH2:26][NH:27][C:28](=[O:29])[c:30]1[s:31][cH:32][cH:33][cH:34]1)=[O:35].[CH3:38][OH:39].[Na+:37].[OH-:36]>>[O:2]=[C:3]([CH:4]([NH:5][C:6]([c:7]1[c:8]([Br:24])[cH:9][c:10]([C:13](=[O:14])[NH:15][CH2:16][c:17]2[cH:18][c:19]([OH:23])[cH:20][cH:21][cH:22]2)[cH:11][cH:12]1)=[O:25])[CH2:26][NH:27][C:28](=[O:29])[c:30]1[s:31][cH:32][cH:33][cH:34]1)[OH:35]. Starting materials: Cl (HCl), O1CCOCC1 (dioxane), FC1=C(C=C(C(=C1)S(=O)(=O)C)F)N[C@@H]1C(N(CCC1)C1CCN(CC1)C(=O)OC(C)(C)C)=O ((S)-tert-butyl 3-(2,5-difluoro-4-(methylsulfonyl)phenylamino)-2-oxo-1,4′-bipiperidine-1′-carboxylate). The solvent is CO (methanol), C(Cl)Cl (CH2Cl2). Reaction conditions: time 8 hour. Yields the product Cl.FC1=C(C=C(C(=C1)S(=O)(=O)C)F)N[C@@H]1C(N(CCC1)C1CCNCC1)=O ((S)-3-(2,5-difluoro-4-(methylsulfonyl)phenylamino)-1,4′-bipiperidin-2-one hydrochloride). RXN SMILES: [F:1][C:2]1[CH:7]=[C:6]([S:8]([CH3:11])(=[O:10])=[O:9])[C:5]([F:12])=[CH:4][C:3]=1[NH:13][C@H:14]1[CH2:19][CH2:18][CH2:17][N:16]([CH:20]2[CH2:25][CH2:24][N:23](C(OC(C)(C)C)=O)[CH2:22][CH2:21]2)[C:15]1=[O:33].[ClH:34].O1CCOCC1>C(Cl)Cl.CO>[ClH:34].[F:1][C:2]1[CH:7]=[C:6]([S:8]([CH3:11])(=[O:10])=[O:9])[C:5]([F:12])=[CH:4][C:3]=1[NH:13][C@H:14]1[CH2:19][CH2:18][CH2:17][N:16]([CH:20]2[CH2:21][CH2:22][NH:23][CH2:24][CH2:25]2)[C:15]1=[O:33] |f:5.6|. Reported procedure: (S)-tert-butyl 3-(2,5-difluoro-4-(methylsulfonyl)phenylamino)-2-oxo-1,4′-bipiperidine-1′-carboxylate (4.6 g, 9.4 mmol) was dissolved in CH2Cl2 (100 mL) and methanol (10 mL). 4N HCl in dioxane (24 mL, 94 mmol) was added and the reaction stirred at ambient temperature overnight. The reaction was concentrated to provide (S)-3-(2,5-difluoro-4-(methylsulfonyl)phenylamino)-1,4′-bipiperidin-2-one hydrochloride, which was used directly in the next step without purification. Reactants: C(C)(C)(C)[SiH2]OC(C1=C(C=C(C=C1)C#CC(CC1=CC(OC(O1)(C)C)=O)(O)C1CCCC1)CC)(C)C (6-{4-[4-(tert-butyl-dimethyl-silanyloxymethyl)-3-ethyl-phenyl]-2-cyclopentyl-2-hydroxy-but-3-ynyl}-2,2-dimethyl-[1,3]dioxin-4-one). Reagents/catalysts: [OH-].[OH-].[Pd+2] (Pd(OH)2). Solvent: CCO (EtOH). Conditions: time 15 hour. Product: C1(CCCC1)C(CC1=CC(OC(O1)(C)C)=O)(CCC1=CC(=C(C=C1)C)CC)O (6-[2-Cyclopentyl-4-(3-ethyl-4-methyl-phenyl)-2-hydroxy-butyl]-2,2-dimethyl-[1,3]dioxin-4-one). Reaction SMILES: C([SiH2]O[C:7](C)(C)[C:8]1[CH:13]=[CH:12][C:11]([C:14]#[C:15][C:16]([CH:28]2[CH2:32][CH2:31][CH2:30][CH2:29]2)([OH:27])[CH2:17][C:18]2[O:23][C:22]([CH3:25])([CH3:24])[O:21][C:20](=[O:26])[CH:19]=2)=[CH:10][C:9]=1[CH2:33][CH3:34])(C)(C)C>CCO.[OH-].[OH-].[Pd+2]>[CH:28]1([C:16]([OH:27])([CH2:15][CH2:14][C:11]2[CH:12]=[CH:13][C:8]([CH3:7])=[C:9]([CH2:33][CH3:34])[CH:10]=2)[CH2:17][C:18]2[O:23][C:22]([CH3:24])([CH3:25])[O:21][C:20](=[O:26])[CH:19]=2)[CH2:32][CH2:31][CH2:30][CH2:29]1 |f:2.3.4|. Reported procedure: To a solution of 6-{4-[4-(tert-butyl-dimethyl-silanyloxymethyl)-3-ethyl-phenyl]-2-cyclopentyl-2-hydroxy-but-3-ynyl}-2,2-dimethyl-[1,3]dioxin-4-one (1.0 g) in EtOH (50 mL) was added Pd(OH)2 (20 wt %, 100 mg). The reaction was stirred under H2 atmosphere for 15 hours. The reaction was filtered through a pad of celite and the solvent was removed under reduced pressure to afford the desired product. 1H NMR (300 MHz, CDCl3): δ 1.19 (t, J=7.5 Hz, 3 H), 1.43–1.69 (m, 8 H), 1.71 (s, 6 H), 1.79–1.85 (m, ... Reactants: C=O (paraformaldehyde), C(CCCCCCCCCCC)O (1-dodecanol), Cl (HCl). Run in ClCCCl (1,2-dichloroethane). Run at time 3 hour. Yields the product ClCOCCCCCCCCCCCC (Chloromethyldodecylether). Reaction SMILES: [CH2:1]=[O:2].[CH2:3](O)[CH2:4][CH2:5][CH2:6][CH2:7][CH2:8][CH2:9][CH2:10][CH2:11][CH2:12][CH2:13][CH3:14].[ClH:16]>ClCCCl>[Cl:16][CH2:1][O:2][CH2:14][CH2:13][CH2:12][CH2:11][CH2:10][CH2:9][CH2:8][CH2:7][CH2:6][CH2:5][CH2:4][CH3:3]. Reported procedure: 30 g (1 mole) of paraformaldehyde were stirred in 100 ml 1,2-dichloroethane with 186 g (1 mole) of 1-dodecanol, and HCl gas was passed for 3 hours at 0°-5° C. The product was diluted with more solvent to give a 2M concentration. Product: O=CC1CN(Cc2ccccc2)CC1c1ccc(F)c(F)c1. The reactants are C1CCOC1, CON(C)C(=O)C1CN(Cc2ccccc2)CC1c1ccc(F)c(F)c1. Reaction SMILES: [CH2:27]1[O:28][CH2:29][CH2:30][CH2:31]1.[CH3:1][O:2][N:3]([C:4](=[O:5])[CH:6]1[CH2:7][N:8]([CH2:19][c:20]2[cH:21][cH:22][cH:23][cH:24][cH:25]2)[CH2:9][CH:10]1[c:11]1[cH:12][c:13]([F:18])[c:14]([F:17])[cH:15][cH:16]1)[CH3:26]>>[CH:4](=[O:5])[CH:6]1[CH2:7][N:8]([CH2:19][c:20]2[cH:21][cH:22][cH:23][cH:24][cH:25]2)[CH2:9][CH:10]1[c:11]1[cH:12][c:13]([F:18])[c:14]([F:17])[cH:15][cH:16]1. Reported procedure: A solution of 17.4 g of 4-bromobutanamine hydrobromide and 6.0 ml (5.9 g) of pyridine in 75 ml of ethanol was heated under reflux for 18 hours. The reaction was cooled and the resulting solid was collected and recrystallized from ethanol to give 3.4 g (15%) of the analytical sample as colorless crystals, 1-(4-aminobutyl)pyridinium bromide hydrobromide mp 219° (decomposition). Run in C(C)O (ethanol). Reaction SMILES: [BrH:1].[Br:2][CH2:3][CH2:4][CH2:5][CH2:6][NH2:7].[N:8]1[CH:13]=[CH:12][CH:11]=[CH:10][CH:9]=1>C(O)C>[BrH:2].[Br-:1].[NH2:7][CH2:6][CH2:5][CH2:4][CH2:3][N+:8]1[CH:13]=[CH:12][CH:11]=[CH:10][CH:9]=1 |f:0.1,4.5.6|. Reactants: Br.BrCCCCN (4-bromobutanamine hydrobromide), N1=CC=CC=C1 (pyridine). The product is Br.[Br-].NCCCC[N+]1=CC=CC=C1 (1-(4-aminobutyl)pyridinium bromide hydrobromide). The reactants are COC(=O)C1=CNC2=CN=CC=C21 (1H-Pyrrolo[2,3-c]pyridine-3-carboxylic acid methyl ester), C1(CC1)CBr (cyclopropylmethylbromide), NC=1SC=CN1 (2-aminothiazole). The product is S1C(=NC=C1)NC(=O)C1=CN(C2=CN=CC=C21)CC2CC2 (1-Cyclopropylmethyl-1H-pyrrolo[2,3-c]pyridine-3-carboxylic acid thiazol-2-ylamide). RXN SMILES: CO[C:3]([C:5]1[C:13]2[C:8](=[CH:9][N:10]=[CH:11][CH:12]=2)[NH:7][CH:6]=1)=[O:4].[CH:14]1([CH2:17]Br)[CH2:16][CH2:15]1.[NH2:19][C:20]1[S:21][CH:22]=[CH:23][N:24]=1>>[S:21]1[CH:22]=[CH:23][N:24]=[C:20]1[NH:19][C:3]([C:5]1[C:13]2[C:8](=[CH:9][N:10]=[CH:11][CH:12]=2)[N:7]([CH2:17][CH:14]2[CH2:16][CH2:15]2)[CH:6]=1)=[O:4]. Procedure details: Starting material: 1H-Pyrrolo[2,3-c]pyridine-3-carboxylic acid methyl ester, R5X=cyclopropylmethylbromide; NH2A=2-aminothiazole Starting materials: ClC1=CC=C(C(=O)C2=CC=C(C=C2)O)C=C1 (4-(4-chlorobenzoyl)-phenol), CN(C(=O)Cl)C1=CC=CC=C1 (N-methyl-N-phenylcarbamoyl chloride). The product is ClC1=CC=C(C(=O)C2=CC=C(C=C2)OC(N(C2=CC=CC=C2)C)=O)C=C1 (Methyl-phenyl-carbamic acid 4-(4-chlorobenzoyl)-phenyl ester). RXN SMILES: [Cl:1][C:2]1[CH:16]=[CH:15][C:5]([C:6]([C:8]2[CH:13]=[CH:12][C:11]([OH:14])=[CH:10][CH:9]=2)=[O:7])=[CH:4][CH:3]=1.[CH3:17][N:18]([C:22]1[CH:27]=[CH:26][CH:25]=[CH:24][CH:23]=1)[C:19](Cl)=[O:20]>>[Cl:1][C:2]1[CH:16]=[CH:15][C:5]([C:6]([C:8]2[CH:13]=[CH:12][C:11]([O:14][C:19](=[O:20])[N:18]([CH3:17])[C:22]3[CH:27]=[CH:26][CH:25]=[CH:24][CH:23]=3)=[CH:10][CH:9]=2)=[O:7])=[CH:4][CH:3]=1. Procedure: The title compound was prepared from 4-(4-chlorobenzoyl)-phenol and N-methyl-N-phenylcarbamoyl chloride. The crude product was recrystallized (ethanol/water) (90%, white crystals). HPLC-MS m/z=366.1 (M+1), Rt: 5.19 min.